This data is from the Open Reaction Database (ORD), a public repository of structured organic reaction records. The task is: describe an organic reaction: reactants, conditions, products, and yield The reactants are C(CCC)OC(=O)C=1N=CC2=CC(=CC=C2C1O)S(=O)C1=CC=CC=C1 (7-benzenesulfinyl-4-hydroxy-isoquinoline-3-carboxylic acid butyl ester), C1CC2C(C1)N(C3=CC=CC(=C23)/C=C\4/C(=O)N(C(=S)S4)CC(=O)O)C5=CC=CC(=C5)C=C(C6=CC=CC=C6)C7=CC=CC=C7 (D-102). The product is C1(=CC=CC=C1)S(=O)C1=CC=C2C(=C(N=CC2=C1)C(=O)NCC(=O)O)O ([(7-Benzenesulfinyl-4-hydroxy-isoquinoline-3-carbonyl)-amino]-acetic acid). Reaction SMILES: C(O[C:6]([C:8]1[N:9]=[CH:10][C:11]2[C:16]([C:17]=1[OH:18])=[CH:15][CH:14]=[C:13]([S:19]([C:21]1[CH:26]=[CH:25][CH:24]=[CH:23][CH:22]=1)=[O:20])[CH:12]=2)=[O:7])CCC.C1CC2N(C3C=C(C=C(C4C=CC=CC=4)C4C=CC=CC=4)C=CC=3)C3C(C2C1)=C(/C=C1/C([N:43]([CH2:47][C:48]([OH:50])=[O:49])C(S/1)=S)=O)C=CC=3>>[C:21]1([S:19]([C:13]2[CH:12]=[C:11]3[C:16]([C:17]([OH:18])=[C:8]([C:6]([NH:43][CH2:47][C:48]([OH:50])=[O:49])=[O:7])[N:9]=[CH:10]3)=[CH:15][CH:14]=2)=[O:20])[CH:22]=[CH:23][CH:24]=[CH:25][CH:26]=1. Reported procedure: Prepared in analogy to Example D-1 g) from 7-benzenesulfinyl-4-hydroxy-isoquinoline-3-carboxylic acid butyl ester (Compound D-102 A). MS-(+)-ion: M+1=371.1. Starting materials: ClC1=C(C=CC=C1)C(C)=O (1-(2-chlorophenyl)ethan-1-one), S(=O)(=O)(O)O.CNN (methylhydrazine sulfate). Solvent: C(C)O (ethanol). The product is ClC1=C(C=CC=C1)\C(\C)=N/NC ((Z)-1-[1-(2-chlorophenyl)ethylidene]-2-methylhydrazine). Yield: 184.3%. RXN SMILES: [Cl:1][C:2]1[CH:7]=[CH:6][CH:5]=[CH:4][C:3]=1[C:8](=O)[CH3:9].S(O)(O)(=O)=O.[CH3:16][NH:17][NH2:18]>C(O)C>[Cl:1][C:2]1[CH:7]=[CH:6][CH:5]=[CH:4][C:3]=1/[C:8](=[N:18]\[NH:17][CH3:16])/[CH3:9] |f:1.2|. Reported procedure: A 100 mL round-bottom flask purged and maintained with an inert atmosphere of nitrogen and charged with 1-(2-chlorophenyl)ethan-1-one (3.80 g, 24.6 mmol, 1.20 equiv), methylhydrazine sulfate (3.00 g, 20.8 mmol, 1.00 equiv) and ethanol (30 mL). The resulting solution was heated to reflux overnight. The reaction progress was monitored by LCMS. The resulting mixture was concentrated under reduced pressure to provide 7.0 g (crude) of (Z)-1-[1-(2-chlorophenyl)ethylidene]-2-methylhydrazine as yellow o... Starting materials: BrC=1C(=C(N)C=CC1)F (3-Bromo-2-fluoroaniline), CCN(C(C)C)C(C)C (DIPEA), C(C)(C)(C)OC(=O)N1[C@@H]([C@@H]([C@H](C1)F)OC)C(=O)O ((2S,3S,4S)-4-fluoro-3-methoxy-pyrrolidine-1,2-dicarboxylic acid 1-tert-butyl ester), C(C)(C)(C)OC(=O)N1[C@@H]([C@H]([C@@H](C1)OC)F)C(=O)O ((2R,3R,4R)-3-fluoro-4-methoxy-pyrrolidine-1,2-dicarboxylic acid 1-tert-butyl ester), ClC(=C(C)C)N(C)C (1-chloro-N,N,2-trimethylprop-1-en-1-amine). Run in C(Cl)Cl (CH2Cl2). Run at time 2 hour. Yields the product C(C)(C)(C)OC(=O)N1[C@@H]([C@@H]([C@H](C1)F)OC)C(NC1=C(C(=CC=C1)Br)F)=O ((2S,3S,4S)-2-(3-Bromo-2-fluoro-phenylcarbamoyl)-4-fluoro-3-methoxy-pyrrolidine-1-carboxylic acid tert-butyl ester). RXN SMILES: [C:1]([O:5][C:6]([N:8]1[CH2:12][C@H:11]([F:13])[C@@H:10]([O:14][CH3:15])[C@H:9]1[C:16]([OH:18])=O)=[O:7])([CH3:4])([CH3:3])[CH3:2].C(OC(N1C[C@@H](OC)[C@H](F)[C@H]1C(O)=O)=O)(C)(C)C.ClC(N(C)C)=C(C)C.[Br:45][C:46]1[C:47]([F:53])=[C:48]([CH:50]=[CH:51][CH:52]=1)[NH2:49].CCN(C(C)C)C(C)C>C(Cl)Cl>[C:1]([O:5][C:6]([N:8]1[CH2:12][C@H:11]([F:13])[C@@H:10]([O:14][CH3:15])[C@H:9]1[C:16](=[O:18])[NH:49][C:48]1[CH:50]=[CH:51][CH:52]=[C:46]([Br:45])[C:47]=1[F:53])=[O:7])([CH3:2])([CH3:3])[CH3:4]. Reported procedure: To a solution of (2S,3S,4S)-4-fluoro-3-methoxy-pyrrolidine-1,2-dicarboxylic acid 1-tert-butyl ester and (2R,3R,4R)-3-fluoro-4-methoxy-pyrrolidine-1,2-dicarboxylic acid 1-tert-butyl ester (prepared as described in Scheme B25, 100 mg, 0.380 mmol) in CH2Cl2 (2.4 mL) at 0° C. under nitrogen atmosphere was added 1-chloro-N,N,2-trimethylprop-1-en-1-amine (50.8 mg, 0.38 mmol) and the mixture was stirred at this temperature for 2 h. 3-Bromo-2-fluoroaniline (144 mg, 0.76 mmol) was then added, followed by... Starting materials: C(C)(C)(C)OC(=O)N(C=1C(=NC(=CN1)N1C[C@H]2C([C@H]2C1)C(N(C)C)=O)C1=NN=C(O1)C1=CC=C(C=C1)CN(C(OC(C)(C)C)=O)C)C(=O)OC(C)(C)C (tert-butyl N-[[4-[5-[3-[bis(tert-butoxycarbonyl)amino]-6-[(1R,5S)-6-(dimethylcarbamoyl)-3-azabicyclo[3.1.0]hexan-3-yl]pyrazin-2-yl]-1,3,4-oxadiazol-2-yl]phenyl]methyl]-N-methyl-carbamate). Solvent: C(=O)(C(F)(F)F)O.C(Cl)Cl (TFA DCM). Yields the product NC=1N=CC(=NC1C=1OC(=NN1)C1=CC=C(C=C1)CNC)N1C[C@H]2C([C@H]2C1)C(=O)N(C)C ((1R,5S)-3-[5-amino-6-[5-[4-(methylaminomethyl)phenyl]-1,3,4-oxadiazol-2-yl]pyrazin-2-yl]-N,N-dimethyl-3-azabicyclo[3.1.0]hexane-6-carboxamide). As a reaction SMILES: C(OC([N:8](C(OC(C)(C)C)=O)[C:9]1[C:10]([C:26]2[O:30][C:29]([C:31]3[CH:36]=[CH:35][C:34]([CH2:37][N:38](C)[C:39](=O)OC(C)(C)C)=[CH:33][CH:32]=3)=[N:28][N:27]=2)=[N:11][C:12]([N:15]2[CH2:20][C@H:19]3[C@H:17]([CH:18]3[C:21](=[O:25])[N:22]([CH3:24])[CH3:23])[CH2:16]2)=[CH:13][N:14]=1)=O)(C)(C)C>C(O)(C(F)(F)F)=O.C(Cl)Cl>[NH2:8][C:9]1[N:14]=[CH:13][C:12]([N:15]2[CH2:20][C@H:19]3[C@H:17]([CH:18]3[C:21]([N:22]([CH3:23])[CH3:24])=[O:25])[CH2:16]2)=[N:11][C:10]=1[C:26]1[O:30][C:29]([C:31]2[CH:32]=[CH:33][C:34]([CH2:37][NH:38][CH3:39])=[CH:35][CH:36]=2)=[N:28][N:27]=1 |f:1.2|. Procedure: A solution of tert-butyl N-[[4-[5-[3-[bis(tert-butoxycarbonyl)amino]-6-[(1R,5S)-6-(dimethylcarbamoyl)-3-azabicyclo[3.1.0]hexan-3-yl]pyrazin-2-yl]-1,3,4-oxadiazol-2-yl]phenyl]methyl]-N-methyl-carbamate (75 mg, 0.1 mmol) in 0.8 mL of 50% TFA-DCM mixture was stirred under an atmosphere of nitrogen at room temperature for 1 h. The solvents were evaporated and the crude material was purified via reverse phase HPLC using 10 to 99% methanol in water (TFA modifier) to obtain (1R,5S)-3-[5-amino-6-[5-[4-(... Starting materials: FC(C(=O)O)(F)F (Trifluoroacetic acid), C(C1=CC=CC=C1)(C1=CC=CC=C1)OC(=O)CON=C(C(=O)NC1[C@@H]2N(C(=CCS2)C(=O)OC(C)OC(CC)=O)C1=O)C=1N=CSC1 (1-propionyloxyethyl 7-[2-benzhydryloxycarbonylmethoxyimino-2-(4-thiazolyl)acetamido]-3-cephem-4-carboxylate), C(C)(C)OC(C)C (diisopropyl ether). Run in C(Cl)Cl (methylene chloride), C1(=CC=CC=C1)OC (anisole). Reaction conditions: time 2 hour. Yields the product C(=O)(O)CON=C(C(=O)NC1[C@@H]2N(C(=CCS2)C(=O)OC(C)OC(CC)=O)C1=O)C=1N=CSC1 (1-propionyloxyethyl 7-[2-carboxymethoxyimino-2-(4-thiazolyl)acetamido]-3-cephem-4-carboxylate). Yield: 51.9%. As a reaction SMILES: FC(F)(F)C(O)=O.C([O:21][C:22]([CH2:24][O:25][N:26]=[C:27]([C:50]1[N:51]=[CH:52][S:53][CH:54]=1)[C:28]([NH:30][CH:31]1[C:48](=[O:49])[N:33]2[C:34]([C:38]([O:40][CH:41]([O:43][C:44](=[O:47])[CH2:45][CH3:46])[CH3:42])=[O:39])=[CH:35][CH2:36][S:37][C@H:32]12)=[O:29])=[O:23])(C1C=CC=CC=1)C1C=CC=CC=1.C(OC(C)C)(C)C>C(Cl)Cl.C1(OC)C=CC=CC=1>[C:22]([CH2:24][O:25][N:26]=[C:27]([C:50]1[N:51]=[CH:52][S:53][CH:54]=1)[C:28]([NH:30][CH:31]1[C:48](=[O:49])[N:33]2[C:34]([C:38]([O:40][CH:41]([O:43][C:44](=[O:47])[CH2:45][CH3:46])[CH3:42])=[O:39])=[CH:35][CH2:36][S:37][C@H:32]12)=[O:29])([OH:23])=[O:21]. Procedure: Trifluoroacetic acid (1.4 ml) was added to a suspension of 1-propionyloxyethyl 7-[2-benzhydryloxycarbonylmethoxyimino-2-(4-thiazolyl)acetamido]-3-cephem-4-carboxylate (syn isomer) (1.2 g) in methylene chloride (10 ml) and anisole (0.8 ml) at ambient temperature and the mixture was stirred for 2 hours at the same temperature. To the resulting solution was added diisopropyl ether (50 ml) and the mixture was stirred. The precipitates were collected by filtration, washed with diisopropyl ether. The ...